From a dataset of the Open Reaction Database (ORD), a public repository of structured organic reaction records. describe an organic reaction: reactants, conditions, products, and yield Starting materials: FC=1C=C(C=NC1OC)NC1=NC=CC=C1C1=NC(=NC(=N1)C)N(CC1=CC=C(C=C1)OC)CC1=CC=C(C=C1)OC (4-(2-(5-Fluoro-6-methoxypyridin-3-ylamino)pyridin-3-yl)-N,N-bis(4-methoxybenzyl)-6-methyl-1,3,5-triazin-2-amine), C(=O)(C(F)(F)F)O (TFA). Reaction conditions: temperature 75 celsius. Yields the product FC=1C=C(C=NC1OC)NC1=NC=CC=C1C1=NC(=NC(=N1)C)N (4-(2-(5-Fluoro-6-Methoxypyridin-3-Ylamino)Pyridin-3-yl)-6-Methyl-1,3,5-Triazin-2-Amine). RXN SMILES: [F:1][C:2]1[CH:3]=[C:4]([NH:10][C:11]2[C:16]([C:17]3[N:22]=[C:21]([CH3:23])[N:20]=[C:19]([N:24](CC4C=CC(OC)=CC=4)CC4C=CC(OC)=CC=4)[N:18]=3)=[CH:15][CH:14]=[CH:13][N:12]=2)[CH:5]=[N:6][C:7]=1[O:8][CH3:9].C(O)(C(F)(F)F)=O>>[F:1][C:2]1[CH:3]=[C:4]([NH:10][C:11]2[C:16]([C:17]3[N:22]=[C:21]([CH3:23])[N:20]=[C:19]([NH2:24])[N:18]=3)=[CH:15][CH:14]=[CH:13][N:12]=2)[CH:5]=[N:6][C:7]=1[O:8][CH3:9]. Procedure: 4-(2-(5-Fluoro-6-methoxypyridin-3-ylamino)pyridin-3-yl)-N,N-bis(4-methoxybenzyl)-6-methyl-1,3,5-triazin-2-amine (232 mg, 0.409 mmol) was treated with TFA (8.0 mL) (Aldrich) and heated at 75° C. with a reflux condenser for 17 h. The TFA was removed in vacuo and the crude product was treated with 2 M NH3 in MeOH resulting in a suspension that was filtered and washed with water to give the desired product in ca. 80% purity. It was then resuspended in MeOH and filtered and washed with 1 N NaOH (aq),...